From a dataset of the Open Reaction Database (ORD), a public repository of structured organic reaction records. describe an organic reaction: reactants, conditions, products, and yield The reactants are O=C1C=CCC1, COC(=O)CC(C)=O, Cc1ccccc1. The product is COC(=O)C(C(C)=O)C1CCC(=O)C1. Reaction SMILES: [C:1]1(=[O:6])[CH:2]=[CH:3][CH2:4][CH2:5]1.[C:7]([CH2:8][C:9](=[O:10])[CH3:11])(=[O:12])[O:13][CH3:14].[CH3:15][c:16]1[cH:17][cH:18][cH:19][cH:20][cH:21]1>>[C:1]1(=[O:6])[CH2:2][CH:3]([CH:8]([C:7](=[O:12])[O:13][CH3:14])[C:9](=[O:10])[CH3:11])[CH2:4][CH2:5]1.